From a dataset of the Open Reaction Database (ORD), a public repository of structured organic reaction records. describe an organic reaction: reactants, conditions, products, and yield Starting materials: ClCC1=NC(=NC(=C1)Cl)Cl (4-chloromethyl-2,6-dichloro-pyrimidine), [F-].[K+] (potassium fluoride). The solvent is S1(=O)(=O)CCCC1 (sulpholane). Run at temperature 0 celsius. The product is ClC1=NC(=CC(=N1)CCl)F (2-chloro-4-chloromethyl-6-fluoro-pyrimidine). As a reaction SMILES: [Cl:1][CH2:2][C:3]1[CH:8]=[C:7](Cl)[N:6]=[C:5]([Cl:10])[N:4]=1.[F-:11].[K+]>S1(CCCC1)(=O)=O>[Cl:10][C:5]1[N:4]=[C:3]([CH2:2][Cl:1])[CH:8]=[C:7]([F:11])[N:6]=1 |f:1.2|. Procedure: 5 g (0.027 mol) of 4-chloromethyl-2,6-dichloro-pyrimidine (see Examples 73 and 92) and 3.3 g (0.056 mol) of anhydrous potassium fluoride in 8 ml of sulpholane are heated at 140° C. for 24 hours. The mixture is then cooled to 0° C. and filtered over silica gel using diethyl ether/n-hexane (1:4). After removing the solvent by evaporation there is obtained 2-chloro-4-chloromethyl-6-fluoro-pyrimidine in the form of a yellow oil, 1H-NMR (CDCl3): 4.70 (s, CH2Cl), 7.30 (d, JFH =2 Hz, H). Reactants: C(C)(C)(C)C=1C=C(C(=C(C1)S(=O)(=O)NC(C)(C)C)OC)NC(CCl)=O (5-t-butyl-2-methoxy-3-(chloroacetamido) phenyl-N-t-butyl-sulfonamide), [Cl-].[Al+3].[Cl-].[Cl-] (aluminium chloride), C1(=CC(=CC=C1)C)C (m-xylene), C(C)OCC (diethyl ether). Solvent: O (water). Conditions: temperature 95 celsius, time 16 hour. The product is ClCC(=O)NC=1C(=C(C=CC1)S(=O)(=O)N)O (3-(Chloroacetamido)-2-hydroxyphenyl sulfonamide). Reaction SMILES: C([C:5]1[CH:6]=[C:7]([NH:21][C:22](=[O:25])[CH2:23][Cl:24])[C:8]([O:19]C)=[C:9]([S:11]([NH:14]C(C)(C)C)(=[O:13])=[O:12])[CH:10]=1)(C)(C)C.[Cl-].[Al+3].[Cl-].[Cl-].C1(C)C=CC=C(C)C=1.C(OCC)C>O>[Cl:24][CH2:23][C:22]([NH:21][C:7]1[C:8]([OH:19])=[C:9]([S:11]([NH2:14])(=[O:12])=[O:13])[CH:10]=[CH:5][CH:6]=1)=[O:25] |f:1.2.3.4|. Reported procedure: A mixture of 5-t-butyl-2-methoxy-3-(chloroacetamido) phenyl-N-t-butyl-sulfonamide (8.0 g), aluminium chloride (16.4 g) and m-xylene (80 ml) was heated at 95° C. with stirring for 16 hours under nitrogen. The mixture was then poured into a beaker containing diethyl ether (300 ml) and water (300 ml) and stirred at ambient temperature for 15 minutes. The organic layer is separated and dried over sodium sulphate and concentrated under vacuum in order to remove all diethyl ether. The residual solutio...